describe an organic reaction: reactants, conditions, products, and yield From a dataset of the Open Reaction Database (ORD), a public repository of structured organic reaction records. Reactants: O=C1N(C2=NC=CC=C2C=C1)CCCC1(CCN(CC1)C(=O)OC(C)(C)C)C(=O)OCC (1-tert-butyl 4-ethyl 4-(3-(2-oxo-1,8-naphthyridin-1(2H)-yl)propyl)piperidine-1,4-dicarboxylate). Yields the product O=C1N(C2=NC=CC=C2C=C1)CCCC1(CCNCC1)C(=O)OCC (ethyl 4-(3-(2-oxo-1,8-naphthyridin-1(2H)-yl)propyl)piperidine-4-carboxylate). Procedure details: To a solution of 0.53 g of 1-tert-butyl 4-ethyl 4-(3-(2-oxo-1,8-naphthyridin-1(2H)-yl)propyl)piperidine-1,4-dicarboxylate in 6 mL of chloroform, 25 mL of trifluoroacetic acid was added, and the mixture was stirred at room temperature for 2 hours. The solvent was distilled off under reduced pressure, a saturated aqueous sodium hydrogen carbonate solution was added to the resultant residue and the mixture was neutralized, and chloroform was then added thereto. The organic layer was separated, and ... Run at time 2 hour. As a reaction SMILES: [O:1]=[C:2]1[CH:11]=[CH:10][C:9]2[C:4](=[N:5][CH:6]=[CH:7][CH:8]=2)[N:3]1[CH2:12][CH2:13][CH2:14][C:15]1([C:28]([O:30][CH2:31][CH3:32])=[O:29])[CH2:20][CH2:19][N:18](C(OC(C)(C)C)=O)[CH2:17][CH2:16]1>C(Cl)(Cl)Cl.FC(F)(F)C(O)=O>[O:1]=[C:2]1[CH:11]=[CH:10][C:9]2[C:4](=[N:5][CH:6]=[CH:7][CH:8]=2)[N:3]1[CH2:12][CH2:13][CH2:14][C:15]1([C:28]([O:30][CH2:31][CH3:32])=[O:29])[CH2:16][CH2:17][NH:18][CH2:19][CH2:20]1. The solvent is C(Cl)(Cl)Cl (chloroform), FC(C(=O)O)(F)F (trifluoroacetic acid). The yield is 114.5%. Starting materials: Cl.N1(N=CN=C1)CC(=O)O (2-(1H-1,2,4-triazol-1-yl)acetic acid hydrochloride), C(C1=CC=CC=C1)O[C@@H]1C[C@H](NC1)C(=O)NC1=CC=C(C=C1)OC1=CC=C(C=C1)F ((2S,4R)-4-(benzyloxy)-N-(4-(4-fluorophenoxy)phenyl)pyrrolidine-2-carboxamide). Yields the product Compound 252, N1(N=CN=C1)CC(=O)N1[C@@H](C[C@H](C1)OCC1=CC=CC=C1)C(=O)NC1=CC=C(C=C1)OC1=CC=C(C=C1)F ((2S,4R)-1-(2-(1H-1,2,4-triazol-1-yl)acetyl)-4-(benzyloxy)-N-(4-(4-fluorophenoxy)phenyl)pyrrolidine-2-carboxamide). Yield: 30.0%. As a reaction SMILES: Cl.[N:2]1([CH2:7][C:8]([OH:10])=O)[CH:6]=[N:5][CH:4]=[N:3]1.[CH2:11]([O:18][C@H:19]1[CH2:23][NH:22][C@H:21]([C:24]([NH:26][C:27]2[CH:32]=[CH:31][C:30]([O:33][C:34]3[CH:39]=[CH:38][C:37]([F:40])=[CH:36][CH:35]=3)=[CH:29][CH:28]=2)=[O:25])[CH2:20]1)[C:12]1[CH:17]=[CH:16][CH:15]=[CH:14][CH:13]=1>>[N:2]1([CH2:7][C:8]([N:22]2[CH2:23][C@H:19]([O:18][CH2:11][C:12]3[CH:17]=[CH:16][CH:15]=[CH:14][CH:13]=3)[CH2:20][C@H:21]2[C:24]([NH:26][C:27]2[CH:32]=[CH:31][C:30]([O:33][C:34]3[CH:39]=[CH:38][C:37]([F:40])=[CH:36][CH:35]=3)=[CH:29][CH:28]=2)=[O:25])=[O:10])[CH:6]=[N:5][CH:4]=[N:3]1 |f:0.1|. Procedure: Proceeding as in Example 1, but substituting 2-(1H-1,2,4-triazol-1-yl)acetic acid hydrochloride and (2S,4R)-4-(benzyloxy)-N-(4-(4-fluorophenoxy)phenyl)pyrrolidine-2-carboxamide, gave Compound 252, (2S,4R)-1-(2-(1H-1,2,4-triazol-1-yl)acetyl)-4-(benzyloxy)-N-(4-(4-fluorophenoxy)phenyl)pyrrolidine-2-carboxamide (36 mg, 30%). Major isomer: 1H-NMR (400 MHz, DMSO-D6): σ 10.14 (s, 1H), 8.44 (s, 1H), 7.95 (s, 1H), 7.58 (d, 2H), 7.41-7.28 (m, 5H), 7.19 (t, 2H), 7.06-6.92 (m, 4H), 5.27 (q, 2H), 4.58 (d, 2... Reactants: FC=1C=C(C=CC1OC)C=1OC2=CC=CC=C2C(C1)=O (2-(3-Fluoro-4-methoxyphenyl)chromen-4-one), CC(=O)O (AcOH). Run in O (Water). Run at temperature 110 celsius, time 4 hour. Yields the product FC=1C=C(C=CC1O)C=1OC2=CC=CC=C2C(C1)=O (2-(3-fluoro-4-hydroxyphenyl)chromen-4-one). Isolated yield 72.5%. Reaction SMILES: [F:1][C:2]1[CH:3]=[C:4]([C:10]2[O:11][C:12]3[C:17]([C:18](=[O:20])[CH:19]=2)=[CH:16][CH:15]=[CH:14][CH:13]=3)[CH:5]=[CH:6][C:7]=1[O:8]C.CC(O)=O>O>[F:1][C:2]1[CH:3]=[C:4]([C:10]2[O:11][C:12]3[C:17]([C:18](=[O:20])[CH:19]=2)=[CH:16][CH:15]=[CH:14][CH:13]=3)[CH:5]=[CH:6][C:7]=1[OH:8]. Procedure details: To a solution of 2′-hydroxyacetophenone (1.36 g, 10 mmol) in 20 mL anhydrous pyridine was added 3-fluoro-4-methoxybenzoyl chloride (1.89 g, 10 mmol) and the reaction mixture was stirred at rt for 15 h under a nitrogen atmosphere. The reaction mixture was poured into 200 mL of 2 N HCl. The formed solid was isolated by filtration, washed with water and dried under vacuum to give a white solid (2.76 g, 95.7%). The compound (2.68 g, 9.3 mmol) was dissolved in 10 mL anhydrous pyridine. Powdered potas... Reactants: CCCCOc1nc(N)c2nc(OC)n(CCC3CCOC3)c2n1, C1COCCO1, CO, Cl. The product is CCCCOc1nc(N)c2[nH]c(=O)n(CCC3CCOC3)c2n1. Reaction SMILES: [CH2:1]([CH2:2][CH2:3][CH3:4])[O:5][c:6]1[n:7][c:8]([NH2:24])[c:9]2[n:10][c:11]([O:22][CH3:23])[n:12]([CH2:15][CH2:16][CH:17]3[CH2:18][O:19][CH2:20][CH2:21]3)[c:13]2[n:14]1.[CH2:28]1[O:29][CH2:30][CH2:31][O:32][CH2:33]1.[CH3:26][OH:27].[ClH:25]>>[CH2:1]([CH2:2][CH2:3][CH3:4])[O:5][c:6]1[n:7][c:8]([NH2:24])[c:9]2[nH:10][c:11](=[O:22])[n:12]([CH2:15][CH2:16][CH:17]3[CH2:18][O:19][CH2:20][CH2:21]3)[c:13]2[n:14]1. Yields the product COC(=O)Cn1ncc2cc(-n3ccc4oc(Br)cc4c3=O)ccc21. Starting materials: O=c1c2cc(Br)oc2ccn1-c1ccc2[nH]ncc2c1, COC(=O)CBr, O=C([O-])[O-], CS(C)=O, [Cs+], [Cs+], O. RXN SMILES: [Br:1][c:2]1[cH:3][c:4]2[c:5](=[O:20])[n:6](-[c:11]3[cH:12][c:13]4[cH:14][n:15][nH:16][c:17]4[cH:18][cH:19]3)[cH:7][cH:8][c:9]2[o:10]1.[Br:21][CH2:22][C:23](=[O:24])[O:25][CH3:26].[C:27](=[O:28])([O-:29])[O-:30].[CH3:33][S:34]([CH3:35])=[O:36].[Cs+:31].[Cs+:32].[OH2:37]>>[Br:1][c:2]1[cH:3][c:4]2[c:5](=[O:20])[n:6](-[c:11]3[cH:12][c:13]4[cH:14][n:15][n:16]([CH2:22][C:23](=[O:24])[O:25][CH3:26])[c:17]4[cH:18][cH:19]3)[cH:7][cH:8][c:9]2[o:10]1.